Dataset: the Open Reaction Database (ORD), a public repository of structured organic reaction records. Task: describe an organic reaction: reactants, conditions, products, and yield Starting materials: C1COCCN1, [Cl-], O=C(O)Cc1cc(Cl)cc2c(-c3ccccc3)onc12. Product: O=C(Cc1cc(Cl)cc2c(-c3ccccc3)onc12)N1CCOCC1. As a reaction SMILES: [CH2:22]1[CH2:23][O:24][CH2:25][CH2:26][NH:27]1.[Cl-:1].[Cl:2][c:3]1[cH:4][c:5]([CH2:18][C:19](=[O:20])[OH:21])[c:6]2[c:7]([c:8](-[c:11]3[cH:12][cH:13][cH:14][cH:15][cH:16]3)[o:9][n:10]2)[cH:17]1>>[Cl:2][c:3]1[cH:4][c:5]([CH2:18][C:19](=[O:21])[N:27]2[CH2:22][CH2:23][O:24][CH2:25][CH2:26]2)[c:6]2[c:7]([c:8](-[c:11]3[cH:12][cH:13][cH:14][cH:15][cH:16]3)[o:9][n:10]2)[cH:17]1. The reactants are Hastelloy, O=C(CC(=O)OC)CCCCC (methyl 3-oxooctanoate), CO (methanol), Ru2Cl4 ((+)-(T)BINAP)2Et3N, [H][H] (hydrogen). Reagents/catalysts: [Ru] (ruthenium). Solvent: C(Cl)Cl (methylene chloride). Product: O[C@@H](CC(=O)OC)CCCCC (methyl (R)-3-hydroxyoctanoate). Yield: 94.9%. RXN SMILES: [O:1]=[C:2]([CH2:8][CH2:9][CH2:10][CH2:11][CH3:12])[CH2:3][C:4]([O:6][CH3:7])=[O:5].CO.[H][H]>C(Cl)Cl.[Ru]>[OH:1][C@H:2]([CH2:8][CH2:9][CH2:10][CH2:11][CH3:12])[CH2:3][C:4]([O:6][CH3:7])=[O:5]. Procedure details: Into a 100-ml autoclave (made of Hastelloy) were introduced 20 g of methyl 3-oxooctanoate (manufactured by Inoue Perfumery Mfg. Co., Ltd., Japan) and 40 ml of methanol. The atmosphere in the autoclave was replaced with nitrogen gas. Thereto was added a solution prepared by dissolving 150 mg of Ru2Cl4 ((+)-(T)BINAP)2Et3N as a ruthenium-optically active phosphine complex in 1.2 ml of methylene chloride. Asymmetric hydrogenation was conducted at a reaction temperature of 65° C. and a hydrogen press... Starting materials: OCCC#CC1=CC=C(C=C1)C=1N=C2N(C=CC(=C2)C)C1 (2-[4-[4-Hydroxybut-1-ynyl]phenyl]-7-methylimidazo[1,2-a]pyridine), N1=CC=CC=C1 (pyridine), CS(=O)(=O)Cl (methanesulfonyl chloride). Run in ClCCl (dichloromethane). Conditions: temperature 10 celsius. Product: CS(=O)(=O)OCCC#CC1=CC=C(C=C1)C=1N=C2N(C=CC(=C2)C)C1 (2-[4-[4-Methanesulfonyloxybut-1-ynyl]phenyl]-7-methylimidazo[1,2-a]pyridine). Yield: 66.4%. As a reaction SMILES: [OH:1][CH2:2][CH2:3][C:4]#[C:5][C:6]1[CH:11]=[CH:10][C:9]([C:12]2[N:13]=[C:14]3[CH:19]=[C:18]([CH3:20])[CH:17]=[CH:16][N:15]3[CH:21]=2)=[CH:8][CH:7]=1.N1C=CC=CC=1.[CH3:28][S:29](Cl)(=[O:31])=[O:30]>ClCCl>[CH3:28][S:29]([O:1][CH2:2][CH2:3][C:4]#[C:5][C:6]1[CH:11]=[CH:10][C:9]([C:12]2[N:13]=[C:14]3[CH:19]=[C:18]([CH3:20])[CH:17]=[CH:16][N:15]3[CH:21]=2)=[CH:8][CH:7]=1)(=[O:31])=[O:30]. Procedure details: The product of Step B (0.135 g) in dichloromethane (3 mL) was treated with pyridine (0.37 g) and cooled to 10° C. The cold solution was treated with methanesulfonyl chloride (0.112 g) and allowed to stir and warm to ambient temperature over 18 hours. The reaction mixture was washed with 1% H2SO4 solution, saturated sodium bicarbonate solution, dried over magnesium sulfate, filtered and evaporated to give the title compound (0.115 g). RXN SMILES: [CH3:37][O:38][C:39](=[O:40])[c:41]1[cH:42][cH:43][c:44]([B:47]([OH:48])[OH:49])[cH:45][cH:46]1.[Na+:50].[Na+:51].[O-:52][C:53](=[O:54])[O-:55].[O:56]1[CH2:57][CH2:58][O:59][CH2:60][CH2:61]1.[Pd:62]([Cl:63])[Cl:64].[c:1]1([S:7](=[O:8])(=[O:9])[n:10]2[c:11]([C:19](=[CH:20][CH:21]3[CH2:22][CH2:23][CH2:24][CH2:25]3)[O:26][S:27]([c:28]3[cH:29][cH:30][c:31]([CH3:32])[cH:33][cH:34]3)(=[O:35])=[O:36])[cH:12][c:13]3[c:14]2[n:15][cH:16][cH:17][cH:18]3)[cH:2][cH:3][cH:4][cH:5][cH:6]1.[c:65]1([P:66]([c:67]2[cH:68][cH:69][cH:70][cH:71][cH:72]2)[c:73]2[cH:74][cH:75][cH:76][cH:77][cH:78]2)[cH:79][cH:80][cH:81][cH:82][cH:83]1.[c:84]1([P:85]([c:86]2[cH:87][cH:88][cH:89][cH:90][cH:91]2)[c:92]2[cH:93][cH:94][cH:95][cH:96][cH:97]2)[cH:98][cH:99][cH:100][cH:101][cH:102]1>>[c:1]1([S:7](=[O:8])(=[O:9])[n:10]2[c:11]([C:19](=[CH:20][CH:21]3[CH2:22][CH2:23][CH2:24][CH2:25]3)[c:44]3[cH:43][cH:42][c:41]([C:39]([O:38][CH3:37])=[O:40])[cH:46][cH:45]3)[cH:12][c:13]3[c:14]2[n:15][cH:16][cH:17][cH:18]3)[cH:2][cH:3][cH:4][cH:5][cH:6]1. The product is COC(=O)c1ccc(C(=CC2CCCC2)c2cc3cccnc3n2S(=O)(=O)c2ccccc2)cc1. Reactants: COC(=O)c1ccc(B(O)O)cc1, [Na+], [Na+], O=C([O-])[O-], C1COCCO1, Cl[Pd]Cl, Cc1ccc(S(=O)(=O)OC(=CC2CCCC2)c2cc3cccnc3n2S(=O)(=O)c2ccccc2)cc1, c1ccc(P(c2ccccc2)c2ccccc2)cc1, c1ccc(P(c2ccccc2)c2ccccc2)cc1.